Task: describe an organic reaction: reactants, conditions, products, and yield. Dataset: the Open Reaction Database (ORD), a public repository of structured organic reaction records Starting materials: C1CCOC1, Cl, [Li+], COC(=O)C(Cc1cc(C)c2[nH]c(N(C)C)nc2c1)OC(=O)N1CCC(N2CCc3ccccc3NC2=O)CC1, [OH-], O. The product is Cc1cc(CC(OC(=O)N2CCC(N3CCc4ccccc4NC3=O)CC2)C(=O)O)cc2nc(N(C)C)[nH]c12. As a reaction SMILES: [CH2:45]1[O:46][CH2:47][CH2:48][CH2:49]1.[ClH:43].[Li+:2].[O:3]=[C:4]1[NH:5][c:6]2[c:7]([cH:39][cH:40][cH:41][cH:42]2)[CH2:8][CH2:9][N:10]1[CH:11]1[CH2:12][CH2:13][N:14]([C:17](=[O:18])[O:19][CH:20]([CH2:21][c:22]2[cH:23][c:24]3[c:25]([nH:26][c:27]([N:29]([CH3:30])[CH3:31])[n:28]3)[c:32]([CH3:34])[cH:33]2)[C:35](=[O:36])[O:37][CH3:38])[CH2:15][CH2:16]1.[OH-:1].[OH2:44]>>[O:3]=[C:4]1[NH:5][c:6]2[c:7]([cH:39][cH:40][cH:41][cH:42]2)[CH2:8][CH2:9][N:10]1[CH:11]1[CH2:12][CH2:13][N:14]([C:17](=[O:18])[O:19][CH:20]([CH2:21][c:22]2[cH:23][c:24]3[c:25]([nH:26][c:27]([N:29]([CH3:30])[CH3:31])[n:28]3)[c:32]([CH3:34])[cH:33]2)[C:35](=[O:36])[OH:37])[CH2:15][CH2:16]1. The reactants are OC1=CC(=CC2=C1C(=C(C(O2)(C)C)CCCO)C)CCCCC (5-Hydroxy-2,2,4-trimethyl-7-pentyl-2H-1-benzopyran-3-propanol), [H-].[Na+] (sodium hydride), COCCl (methoxymethyl chloride). Run in CN(C)C=O (DMF). Run at time 0.5 hour. The product is COCOC1=CC(=CC2=C1C(=C(C(O2)(C)C)CCCO)C)CCCCC (5-(Methoxymethoxy)-2,2,4-trimethyl-7-pentyl-2H-1-benzopyran-3-propanol). Yield: 94.0%. Reaction SMILES: [OH:1][C:2]1[C:7]2[C:8]([CH3:18])=[C:9]([CH2:14][CH2:15][CH2:16][OH:17])[C:10]([CH3:13])([CH3:12])[O:11][C:6]=2[CH:5]=[C:4]([CH2:19][CH2:20][CH2:21][CH2:22][CH3:23])[CH:3]=1.[H-].[Na+].[CH3:26][O:27][CH2:28]Cl>CN(C=O)C>[CH3:26][O:27][CH2:28][O:1][C:2]1[C:7]2[C:8]([CH3:18])=[C:9]([CH2:14][CH2:15][CH2:16][OH:17])[C:10]([CH3:12])([CH3:13])[O:11][C:6]=2[CH:5]=[C:4]([CH2:19][CH2:20][CH2:21][CH2:22][CH3:23])[CH:3]=1 |f:1.2|. Procedure details: To a solution of 1.96 g (6.16 mmol) of 5-Hydroxy-2,2,4-trimethyl-7-pentyl-2H-1-benzopyran-3-propanol in 10 mL of anhy. DMF (Aldrich) under argon at RT was added 260 mg (~1.05 eq.) of a 60% dispersion of sodium hydride (Aldrich) and the mixture stirred at RT under argon until effervescence had ceased and the solution had become a clear, darker colored solution. To the stirred solution was added 0.55 mL (~1 eq.) of methoxymethyl chloride (Aldrich, 85% purity technical grade) by syringe directly in... Reactants: NC1=CC=C(C=C1)CCC(=O)OCC (ethyl β-(4-aminophenyl)-propionate), ClC=1C=CC(=C(C(=O)Cl)C1)OC (5-chloro-2-methoxybenzoyl chloride). The product is ClC=1C=CC(=C(C(=O)NC2=CC=C(C=C2)CCC(=O)O)C1)OC (β-[4-(5-chloro-2-methoxybenzamido)-phenyl]-propionic acid). RXN SMILES: [NH2:1][C:2]1[CH:7]=[CH:6][C:5]([CH2:8][CH2:9][C:10]([O:12]CC)=[O:11])=[CH:4][CH:3]=1.[Cl:15][C:16]1[CH:17]=[CH:18][C:19]([O:25][CH3:26])=[C:20]([CH:24]=1)[C:21](Cl)=[O:22]>>[Cl:15][C:16]1[CH:17]=[CH:18][C:19]([O:25][CH3:26])=[C:20]([CH:24]=1)[C:21]([NH:1][C:2]1[CH:3]=[CH:4][C:5]([CH2:8][CH2:9][C:10]([OH:12])=[O:11])=[CH:6][CH:7]=1)=[O:22]. Reported procedure: By the reaction of ethyl β-(4-aminophenyl)-propionate hydrocholoride with 5-chloro-2-methoxybenzoyl chloride, there is obtained β-[4-(5-chloro-2-methoxybenzamido)-phenyl]-propionic acid; m.p. 188°-190° C., after recrystallization from ethanol. Reactants: CC1=CC=C(C=C1)S(=O)(=O)OCC1OC2=C(C1)C=CC=C2C2=CC(=CC=C2)C ((±)-[7-(3-methylphenyl)-2,3-dihydro-1-benzofuran-2-yl]methyl 4-methylbenzenesulfonate), [N-]=[N+]=[N-].[Na+] (sodium azide), Intermediate 98. The product is N(=[N+]=[N-])CC1OC2=C(C1)C=CC=C2C2=CC(=CC=C2)C ((±)-2-(azidomethyl)-7-(3-methylphenyl)-2,3-dihydro-1-benzofuran). Reaction SMILES: CC1C=CC(S(O[CH2:12][CH:13]2[CH2:17][C:16]3[CH:18]=[CH:19][CH:20]=[C:21]([C:22]4[CH:27]=[CH:26][CH:25]=[C:24]([CH3:28])[CH:23]=4)[C:15]=3[O:14]2)(=O)=O)=CC=1.[N-:29]=[N+:30]=[N-:31].[Na+]>>[N:29]([CH2:12][CH:13]1[CH2:17][C:16]2[CH:18]=[CH:19][CH:20]=[C:21]([C:22]3[CH:27]=[CH:26][CH:25]=[C:24]([CH3:28])[CH:23]=3)[C:15]=2[O:14]1)=[N+:30]=[N-:31] |f:1.2|. Procedure details: Treatment of (±)-[7-(3-methylphenyl)-2,3-dihydro-1-benzofuran-2-yl]methyl 4-methylbenzenesulfonate (0.90 g, 2.27 mmol) with sodium azide (0.44 g, 6.84 mmol) generally according to the procedure described for Intermediate 98 gave (±)-2-(azidomethyl)-7-(3-methylphenyl)-2,3-dihydro-1-benzofuran. Treatment of the azide with palladium on carbon (10%, 0.060 g) generally according to the procedure described for Example 1 afforded 0.444 g (71%) of (±)-1-[7-(3-methylphenyl)-2,3-dihydro-1-benzofuran-2-yl]... The reactants are NaHB(OAc)3, ClC1=CC=C(C=C1)CN[C@@H]1[C@H](CCCC1)NC(CNC(C1=CC(=CC=C1)C(F)(F)F)=O)=O.C(C1=CC=CC=C1)(=O)N (benzamide N-[2-[[(1S,2S)-2-[[(4-chlorophenyl)methyl]amino]cyclohexyl]amino]-2-oxoethyl]-3-(trifluoromethyl)benzamide), base, C=O (formaldehyde), 4A. The solvent is C1CCOC1 (THF). Reaction conditions: time 3 hour. The product is ClC1=CC=C(CN([C@@H]2[C@H](CCCC2)NC(CNC(C2=CC(=CC=C2)C(F)(F)F)=O)=O)C)C=C1.C(C1=CC=CC=C1)(=O)N (benzamide N-[2-[[(1S,2S)-2-[(4-chlorobenzyl)(methyl)amino]cyclohexyl]amino]-2-oxoethyl]-3-(trifluoromethyl)benzamide). Yield: 93.0%. As a reaction SMILES: [Cl:1][C:2]1[CH:7]=[CH:6][C:5]([CH2:8][NH:9][C@H:10]2[CH2:15][CH2:14][CH2:13][CH2:12][C@@H:11]2[NH:16][C:17](=[O:32])[CH2:18][NH:19][C:20](=[O:31])[C:21]2[CH:26]=[CH:25][CH:24]=[C:23]([C:27]([F:30])([F:29])[F:28])[CH:22]=2)=[CH:4][CH:3]=1.[C:33]([NH2:41])(=[O:40])[C:34]1[CH:39]=[CH:38][CH:37]=[CH:36][CH:35]=1.C=O>C1COCC1>[Cl:1][C:2]1[CH:7]=[CH:6][C:5]([CH2:8][N:9]([CH3:33])[C@H:10]2[CH2:15][CH2:14][CH2:13][CH2:12][C@@H:11]2[NH:16][C:17](=[O:32])[CH2:18][NH:19][C:20](=[O:31])[C:21]2[CH:26]=[CH:25][CH:24]=[C:23]([C:27]([F:30])([F:29])[F:28])[CH:22]=2)=[CH:4][CH:3]=1.[C:33]([NH2:41])(=[O:40])[C:34]1[CH:39]=[CH:38][CH:37]=[CH:36][CH:35]=1 |f:0.1,4.5|. Procedure: The title benzamide from Example 1 (21 mg) was dissolved in THF prior to the addition of Hunigs's base (0.01 mL). Next, 37% formaldehyde (0.017 mL) was added along with 4A molecular sieves. After 3 h, NaHB(OAc)3 (38 mg) was added. This mixture was stirred an additional 2 h before the reaction was quenched with NaHCO3 solution. This was extracted with EtOAc. The EtOAc was dried and concentrated. Reverse phase HPLC purification (gradient elution, water/acetonitrile/TFA) of the resulting residue pr...